Dataset: the Open Reaction Database (ORD), a public repository of structured organic reaction records. Task: describe an organic reaction: reactants, conditions, products, and yield Starting materials: ClC=1C=C(C=CC1Cl)C1CN(CC1NC)C(=O)C1CCN(CC1)C(=O)C1(CC1)C ({4-[(3SR,4RS)-3-(3,4-dichloro-phenyl)-4-methylamino-pyrrolidine-1-carbonyl]-piperidin-1-yl}-(1-methyl-cyclopropyl)-methanone), C(C)(C)N(C(C)C)CC (N,N-diisopropyl ethyl amine), COC1=C(C=C(C(=O)Cl)C=C1)C(F)(F)F (4-methoxy-3-(trifluoromethyl)benzoyl chloride). The solvent is C1CCOC1 (THF). Reaction conditions: time 4 hour. Yields the product ClC=1C=C(C=CC1Cl)C1C(CN(C1)C(=O)C1CCN(CC1)C(=O)C1(CC1)C)N(C(C1=CC(=C(C=C1)OC)C(F)(F)F)=O)C (N-{(3RS,4SR)-4-(3,4-Dichloro-phenyl)-1-[1-(1-methyl-cyclopropanecarbonyl)-piperidine-4-carbonyl]-pyrrolidin-3-yl}-4-methoxy-N-methyl-3-trifluoromethyl-benzamide). Yield: 78.7%. RXN SMILES: [Cl:1][C:2]1[CH:3]=[C:4]([CH:9]2[CH:13]([NH:14][CH3:15])[CH2:12][N:11]([C:16]([CH:18]3[CH2:23][CH2:22][N:21]([C:24]([C:26]4([CH3:29])[CH2:28][CH2:27]4)=[O:25])[CH2:20][CH2:19]3)=[O:17])[CH2:10]2)[CH:5]=[CH:6][C:7]=1[Cl:8].C(N(CC)C(C)C)(C)C.[CH3:39][O:40][C:41]1[CH:49]=[CH:48][C:44]([C:45](Cl)=[O:46])=[CH:43][C:42]=1[C:50]([F:53])([F:52])[F:51]>C1COCC1>[Cl:1][C:2]1[CH:3]=[C:4]([CH:9]2[CH2:10][N:11]([C:16]([CH:18]3[CH2:19][CH2:20][N:21]([C:24]([C:26]4([CH3:29])[CH2:27][CH2:28]4)=[O:25])[CH2:22][CH2:23]3)=[O:17])[CH2:12][CH:13]2[N:14]([CH3:15])[C:45](=[O:46])[C:44]2[CH:48]=[CH:49][C:41]([O:40][CH3:39])=[C:42]([C:50]([F:53])([F:52])[F:51])[CH:43]=2)[CH:5]=[CH:6][C:7]=1[Cl:8]. Procedure: To a solution of {4-[(3SR,4RS)-3-(3,4-dichloro-phenyl)-4-methylamino-pyrrolidine-1-carbonyl]-piperidin-1-yl}-(1-methyl-cyclopropyl)-methanone (200 mg, 0.456 mmol) in THF (2 mL) was added N,N-diisopropyl ethyl amine (117 μl, 0.684 mmol), 4-methoxy-3-(trifluoromethyl)benzoyl chloride (131 mg, 0.547 mmol) and stirred for 4 h at ambient temperature. The reaction mixture was diluted with ethzl acetatec (10 mL) and was washed with an aqueous solution of sodium carbonate (1 M, 10 mL), water (10 mL) and... The reactants are BrC1=CC=CC(=N1)C(CCCC)O (1-(6-bromo-2-pyridinyl)-1-pentanol), C(C)(=O)OC=C (vinyl acetate). The solvent is C1CCCCC1 (cyclohexane). Reaction conditions: time 7.5 hour. Yields the product C(C)(=O)O[C@H](CCCC)C1=NC(=CC=C1)Br ((1R)-1-(6-bromo-2-pyridinyl)pentyl acetate). Yield: 62.8%. As a reaction SMILES: [Br:1][C:2]1[N:7]=[C:6]([CH:8]([OH:13])[CH2:9][CH2:10][CH2:11][CH3:12])[CH:5]=[CH:4][CH:3]=1.[C:14](OC=C)(=[O:16])[CH3:15]>C1CCCCC1>[C:14]([O:13][C@@H:8]([C:6]1[CH:5]=[CH:4][CH:3]=[C:2]([Br:1])[N:7]=1)[CH2:9][CH2:10][CH2:11][CH3:12])(=[O:16])[CH3:15]. Procedure details: To a gently shaking solution of 1-(6-bromo-2-pyridinyl)-1-pentanol (1.00 g, 4.10 mmol) in dry cyclohexane (100 mL) was added Lipase PS-C “Amano” (Pseudomonas cepacia) (9.97 g) followed by vinyl acetate (1.5 mL, 16.27 mmol). Shaking was continued for 7.5 h with continual monitoring by chiral HPLC. The mixture was then filtered and the filtrate reduced under vacuum to give an oil which was purified by SPE (silica, 20 g cartridge) eluting with cyclohexane:EtOAc (gradient 50:1 to 2:1) to afford (1R)... Reactants: Monoethyl trans-epoxy succinate, N[C@@H](CC(C)C)C(=O)N1CCN(CC1)C1=NC=CC=N1 (1-L-leucyl-4-(2-pyrimidinyl)piperazine), CC(C[C@@H](C(=O)N1CCN(CC1)C1=NC=CC=C1)NC(=O)[C@H]1[C@@H](O1)C(=O)OCC)C (ethyl trans-3-[(s)-3-methyl-1-{4-(2-pyridyl)piperazine-1-yl carbonyl}butylcarbamoyl]oxirane-2-carboxylate). The product is CC(C[C@@H](C(=O)N1CCN(CC1)C1=NC=CC=N1)NC(=O)[C@H]1[C@@H](O1)C(=O)OCC)C (ethyl trans-3-[(s)-3-methyl-1-{4-(2-pyrimidinyl)piperazine-1-yl carbonyl}butylcarbamoyl]oxirane-2-carboxylate). Isolated yield 92.1%. As a reaction SMILES: [NH2:1][C@H:2]([C:7]([N:9]1[CH2:14][CH2:13][N:12]([C:15]2[N:20]=[CH:19][CH:18]=[CH:17][N:16]=2)[CH2:11][CH2:10]1)=[O:8])[CH2:3][CH:4]([CH3:6])[CH3:5].CC(C)C[C@H](N[C:40]([C@@H:42]1[O:44][C@H:43]1[C:45]([O:47][CH2:48][CH3:49])=[O:46])=[O:41])C(N1CCN(C2C=CC=CN=2)CC1)=O>>[CH3:5][CH:4]([CH3:6])[CH2:3][C@H:2]([NH:1][C:40]([C@@H:42]1[O:44][C@H:43]1[C:45]([O:47][CH2:48][CH3:49])=[O:46])=[O:41])[C:7]([N:9]1[CH2:14][CH2:13][N:12]([C:15]2[N:16]=[CH:17][CH:18]=[CH:19][N:20]=2)[CH2:11][CH2:10]1)=[O:8]. Reported procedure: Monoethyl trans-epoxy succinate (3.52 g) and 1-L-leucyl-4-(2-pyrimidinyl)piperazine (6.10 g) were condensed in the same manner as employed in the preparation of ethyl trans-3-[(s)-3-methyl-1-{4-(2-pyridyl)piperazine-1-yl carbonyl}butylcarbamoyl]oxirane-2-carboxylate to yield 8.50 g of ethyl trans-3-[(s)-3-methyl-1-{4-(2-pyrimidinyl)piperazine-1-yl carbonyl}butylcarbamoyl]oxirane-2-carboxylate (yield: 92.1%). Starting materials: CC12CCC(C(=O)OC1=O)C2(C)C, NCCc1ccccn1, c1ccncc1. The product is CC12CCC(C(=O)N(CCc3ccccn3)C1=O)C2(C)C. Reaction SMILES: [C:1]1(=[O:13])[C:2]2([CH3:3])[C:4]([CH3:5])([CH3:6])[CH:7]([C:8](=[O:9])[O:10]1)[CH2:11][CH2:12]2.[NH2:14][CH2:15][CH2:16][c:17]1[n:18][cH:19][cH:20][cH:21][cH:22]1.[cH:23]1[cH:24][cH:25][n:26][cH:27][cH:28]1>>[C:1]1(=[O:13])[C:2]2([CH3:3])[C:4]([CH3:5])([CH3:6])[CH:7]([C:8](=[O:10])[N:14]1[CH2:15][CH2:16][c:17]1[n:18][cH:19][cH:20][cH:21][cH:22]1)[CH2:11][CH2:12]2. Starting materials: [BH3-]C#N, CNC, CO, O=CC=C(c1ccc(Cl)cc1)c1cccnc1, Cl, [Na+], [Na+], [OH-]. Product: CN(C)CC=C(c1ccc(Cl)cc1)c1cccnc1. RXN SMILES: [C:24]([BH3-:25])#[N:26].[CH3:19][NH:20][CH3:21].[CH3:28][OH:29].[Cl:1][c:2]1[cH:3][cH:4][c:5]([C:8](=[CH:9][CH:10]=[O:11])[c:12]2[cH:13][n:14][cH:15][cH:16][cH:17]2)[cH:6][cH:7]1.[ClH:18].[Na+:23].[Na+:27].[OH-:22]>>[Cl:1][c:2]1[cH:3][cH:4][c:5]([C:8](=[CH:9][CH2:10][N:20]([CH3:19])[CH3:21])[c:12]2[cH:13][n:14][cH:15][cH:16][cH:17]2)[cH:6][cH:7]1. Reactants: BrC=1C=CC2=C(C=C(CCN2C=O)C(=O)OCC)C1 (ethyl 7-bromo-1-formyl-2,3-dihydro-1-benzazepine-4-carboxylate). Solvent: Cl (hydrochloric acid), [OH-].[Na+] (sodium hydroxide), C1CCOC1.C(C)O (THF ethanol). Conditions: time 15 hour. Product: BrC=1C=CC2=C(C=C(CCN2C=O)C(=O)O)C1 (7-bromo-1-formyl-2,3-dihydro-1-benzazepine-4-carboxylic acid). The yield is 99.6%. Reaction SMILES: [Br:1][C:2]1[CH:3]=[CH:4][C:5]2[N:11]([CH:12]=[O:13])[CH2:10][CH2:9][C:8]([C:14]([O:16]CC)=[O:15])=[CH:7][C:6]=2[CH:19]=1>[OH-].[Na+].C1COCC1.C(O)C.Cl>[Br:1][C:2]1[CH:3]=[CH:4][C:5]2[N:11]([CH:12]=[O:13])[CH2:10][CH2:9][C:8]([C:14]([OH:16])=[O:15])=[CH:7][C:6]=2[CH:19]=1 |f:1.2,3.4|. Procedure: In 1N sodium hydroxide (13.0 ml) and THF:ethanol (1:1, 50 ml) was dissolved ethyl 7-bromo-1-formyl-2,3-dihydro-1-benzazepine-4-carboxylate (2.77 g), and the mixture was stirred at room temperature for 15 hours. To the mixture was added IN hydrochloric acid (12.5 ml), and the mixture was concentrated. To the residue was added water (200 ml), and the mixture was adjusted to pH 2 with 1N hydrochloric acid. The mixture was extracted with ethyl acetate (300 ml×3), and the organic layer was dried with...